Dataset: the Open Reaction Database (ORD), a public repository of structured organic reaction records. Task: describe an organic reaction: reactants, conditions, products, and yield The product is NC1=NN=C(S1)C=1C=CC(=C(C#N)C1)F (5-(5-amino-1,3,4-thiadiazol-2-yl)-2-fluorobenzonitrile). The yield is 52.5%. Reported procedure: To a stirred mixture of 3-cyano-4-fluorobenzoic acid (37.3 g, 225 mmol) and thiosemicarbazide (22.6 g, 248 mmol) was added POCl3 (148 mL) at 0° C. The reaction mixture was stirred at 0° C. for 1 h and then heated to 85° C. for 6 h. The resulting yellow solution was cooled to room temperature and concentrated to 50% volume. The residue was cooled to 0° C. and water was added (300 mL) drop wise. (Caution: exothermic and violent reaction with gas evolution). The mixture was heated to 90° C. for 1 h... Reactants: [OH-].[Na+] (NaOH), C(#N)C=1C=C(C(=O)O)C=CC1F (3-cyano-4-fluorobenzoic acid), NNC(=S)N (thiosemicarbazide), O=P(Cl)(Cl)Cl (POCl3). RXN SMILES: [C:1]([C:3]1[CH:4]=[C:5]([CH:9]=[CH:10][C:11]=1[F:12])[C:6](O)=O)#[N:2].[NH2:13][NH:14][C:15]([NH2:17])=[S:16].O=P(Cl)(Cl)Cl.[OH-].[Na+]>O.CC(=O)OCC>[NH2:17][C:15]1[S:16][C:6]([C:5]2[CH:9]=[CH:10][C:11]([F:12])=[C:3]([CH:4]=2)[C:1]#[N:2])=[N:13][N:14]=1 |f:3.4|. Run in CC(OCC)=O (EA), CC(OCC)=O (EA), O (water). Run at temperature 0 celsius, time 1 hour. Reaction conditions: temperature 100 celsius. RXN SMILES: Br[C:2]1[CH:10]=[CH:9][CH:8]=[C:7]2[C:3]=1[CH:4]=[CH:5][NH:6]2.[CH3:11][O:12][C:13]1[CH:14]=[C:15](B(O)O)[CH:16]=[CH:17][C:18]=1[O:19][CH3:20].O1CCCC1>C(=O)([O-])[O-].[K+].[K+].O.C1C=CC([P]([Pd]([P](C2C=CC=CC=2)(C2C=CC=CC=2)C2C=CC=CC=2)([P](C2C=CC=CC=2)(C2C=CC=CC=2)C2C=CC=CC=2)[P](C2C=CC=CC=2)(C2C=CC=CC=2)C2C=CC=CC=2)(C2C=CC=CC=2)C2C=CC=CC=2)=CC=1>[CH3:11][O:12][C:13]1[CH:14]=[C:15]([C:2]2[CH:10]=[CH:9][CH:8]=[C:7]3[C:3]=2[CH:4]=[CH:5][NH:6]3)[CH:16]=[CH:17][C:18]=1[O:19][CH3:20] |f:3.4.5,^1:39,41,60,79|. Starting materials: BrC1=C2C=CNC2=CC=C1 (4-Bromoindole), COC=1C=C(C=CC1OC)B(O)O (3,4-dimethoxyphenyl boronic acid), O1CCCC1 (Tetrahydrofuran). Yields the product COC=1C=C(C=CC1OC)C1=C2C=CNC2=CC=C1 (4-(3,4-Dimethoxy-phenyl)-1H-indole). The reagents and catalysts are C=1C=CC(=CC1)[P](C=2C=CC=CC2)(C=3C=CC=CC3)[Pd]([P](C=4C=CC=CC4)(C=5C=CC=CC5)C=6C=CC=CC6)([P](C=7C=CC=CC7)(C=8C=CC=CC8)C=9C=CC=CC9)[P](C=1C=CC=CC1)(C=1C=CC=CC1)C=1C=CC=CC1 (Tetrakis(triphenylphosphine)palladium(0)). Run in C([O-])([O-])=O.[K+].[K+] (Potassium carbonate), O (Water). Reported procedure: In a microwave safe tube, 4-Bromoindole (1.383 g, 0.007054 mol), 3,4-dimethoxyphenyl boronic acid (3.21 g, 0.0176 mol), and Tetrakis(triphenylphosphine)palladium(0) (0.41 g, 0.00035 mol) were mixed in 1.00 M of Potassium carbonate in Water (21 mL) and Tetrahydrofuran (34 mL, 0.42 mol). The resulting mixture was heated at 100° Celsius in the microwave for 10 minutes. The reaction mixture was partitioned between water and ethyl acetate. The aqueous layer was extracted with ethyl acetate and the or... Starting materials: COC1=CC=C(C=C1)C=1SC2=C(N1)C=CC(=C2)OC (2-(p-methoxyphenyl)-6-methoxybenzothiazole), COC=1C=C(C(=O)Cl)C=CC1 (m-methoxybenzoyl chloride). Yields the product COC=1C=C(C=CC1)C=1SC2=C(N1)C=CC(=C2)OC (2-(m-methoxyphenyl)-6-methoxybenzothiazole). The yield is 91.0%. As a reaction SMILES: CO[C:3]1[CH:8]=[CH:7][C:6]([C:9]2[S:10][C:11]3[CH:17]=[C:16]([O:18][CH3:19])[CH:15]=[CH:14][C:12]=3[N:13]=2)=[CH:5][CH:4]=1.[CH3:20][O:21]C1C=C(C=CC=1)C(Cl)=O>>[CH3:20][O:21][C:8]1[CH:7]=[C:6]([C:9]2[S:10][C:11]3[CH:17]=[C:16]([O:18][CH3:19])[CH:15]=[CH:14][C:12]=3[N:13]=2)[CH:5]=[CH:4][CH:3]=1. Procedure: The same method as described for 2-(p-methoxyphenyl)-6-methoxybenzothiazole can be used to obtain the corresponding meta isomer by replacing p-methoxybenzoyl chloride with m-methoxybenzoyl chloride. Yield: 91%; melting point: 155°-157° C. Product: Cc1nccn1CC(=O)c1ccc(F)cc1. Reaction SMILES: [CH3:18][CH2:19][O:20][C:21](=[O:22])[CH3:23].[CH3:1][c:2]1[nH:3][cH:4][cH:5][n:6]1.[F:7][c:8]1[cH:9][cH:10][c:11]([C:12]([CH2:13][Br:14])=[O:15])[cH:16][cH:17]1.[OH2:24]>>[CH3:1][c:2]1[n:3]([CH2:13][C:12]([c:11]2[cH:10][cH:9][c:8]([F:7])[cH:17][cH:16]2)=[O:15])[cH:4][cH:5][n:6]1. The reactants are CCOC(C)=O, Cc1ncc[nH]1, O=C(CBr)c1ccc(F)cc1, O. Starting materials: C(C)(=O)OCC.CCCCCC (ethyl acetate n-hexane), C(=O)([O-])[O-].[K+].[K+] (K2CO3), SC1=C(C(=O)NCC=2SC=CC2)C=CC=N1 (2-mercapto-N-(thiophen-2-ylmethyl)nicotinamide), BrCCSC1CCCCC1 ((2-bromoethyl)-(cyclohexyl)sulfane). Solvent: C(C)(=O)OCC (ethyl acetate), O (water), CN(C)C=O (DMF). Conditions: time 1 hour. Product: C1(CCCCC1)SCCSC1=C(C(=O)NCC=2SC=CC2)C=CC=N1 (2-(2-(cyclohexylthio)ethylthio)-N-(thiophen-2-ylmethyl)nicotinamide). The yield is 34.0%. Reaction SMILES: C([O-])([O-])=O.[K+].[K+].[SH:7][C:8]1[N:22]=[CH:21][CH:20]=[CH:19][C:9]=1[C:10]([NH:12][CH2:13][C:14]1[S:15][CH:16]=[CH:17][CH:18]=1)=[O:11].Br[CH2:24][CH2:25][S:26][CH:27]1[CH2:32][CH2:31][CH2:30][CH2:29][CH2:28]1.C(OCC)(=O)C.CCCCCC>CN(C=O)C.C(OCC)(=O)C.O>[CH:27]1([S:26][CH2:25][CH2:24][S:7][C:8]2[N:22]=[CH:21][CH:20]=[CH:19][C:9]=2[C:10]([NH:12][CH2:13][C:14]2[S:15][CH:16]=[CH:17][CH:18]=2)=[O:11])[CH2:32][CH2:31][CH2:30][CH2:29][CH2:28]1 |f:0.1.2,5.6|. Procedure: 607 mg (4.4 mmol) of K2CO3 were added to a solution of 500 mg (2.0 mmol) of 2-mercapto-N-(thiophen-2-ylmethyl)nicotinamide (V1) in DMF (5 ml), and the mixture was stirred for 1 h at RT. 446 mg of (2-bromoethyl)-(cyclohexyl)sulfane (crude product V2) were then added, and stirring was continued for a further 18 h at RT. The mixture was then diluted with ethyl acetate, and water was added. The phases were separated and the aqueous phase was extracted with ethyl acetate. The combined organic phases ...